This data is from the Open Reaction Database (ORD), a public repository of structured organic reaction records. The task is: describe an organic reaction: reactants, conditions, products, and yield The reactants are N,N-Dicyclohexylcarbodiimide, primary alcohol, CC1(OCCC2=C1CC=1C=CC=CC12)CO (1-methyl-1,3,4,9-tetrahydroindeno[2,1-c]pyran-1-methanol), FC(C(=O)O)(F)F (trifluoroacetic acid), N1=CC=CC=C1 (pyridine), C(C(=O)O)(=O)O (oxalic acid). The solvent is CCOCC (ether), O (water), CO (methanol), CS(=O)C.C1=CC=CC=C1 (dimethyl sulfoxide benzene). Conditions: time 5 hour. Yields the product CC1(OCCC2=C1CC=1C=CC=CC12)C=O (1-Methyl-1,3,4,9-tetrahydroindeno[2,1-c]pyran-1-carboxaldehyde). Reaction SMILES: [CH3:1][C:2]1([CH2:15][OH:16])[C:7]2[CH2:8][C:9]3[CH:10]=[CH:11][CH:12]=[CH:13][C:14]=3[C:6]=2[CH2:5][CH2:4][O:3]1.FC(F)(F)C(O)=O.N1C=CC=CC=1.C(O)(=O)C(O)=O>CS(C)=O.C1C=CC=CC=1.CCOCC.CO.O>[CH3:1][C:2]1([CH:15]=[O:16])[C:7]2[CH2:8][C:9]3[CH:10]=[CH:11][CH:12]=[CH:13][C:14]=3[C:6]=2[CH2:5][CH2:4][O:3]1 |f:4.5|. Procedure details: N,N-Dicyclohexylcarbodiimide (2.87 g) is added to a cooled, stirred solution of the primary alcohol, 1-methyl-1,3,4,9-tetrahydroindeno[2,1-c]pyran-1-methanol (1.09 g), described in Example 462, in 10 ml of dimethyl sulfoxide-benzene (2:1) containing trifluoroacetic acid (0.18 ml) and pyridine (0.38 ml). The reaction is stirred at room temperature under nitrogen for 5 hr. The reaction mixture is now diluted with 100 ml of ether, followed by the dropwise addition of a solution of oxalic acid (1.26... Starting materials: CCCCCCCCc1ccc(NCc2ccccc2OC)cc1, CC(C)c1cccc(C(C)C)c1N=C=O. Yields the product CCCCCCCCc1ccc(N(Cc2ccccc2OC)C(=O)Nc2c(C(C)C)cccc2C(C)C)cc1. As a reaction SMILES: [CH3:1][O:2][c:3]1[c:4]([CH2:9][NH:10][c:11]2[cH:12][cH:13][c:14]([CH2:17][CH2:18][CH2:19][CH2:20][CH2:21][CH2:22][CH2:23][CH3:24])[cH:15][cH:16]2)[cH:5][cH:6][cH:7][cH:8]1.[CH:25]([CH3:26])([CH3:27])[c:28]1[c:29]([N:37]=[C:38]=[O:39])[c:30]([CH:34]([CH3:35])[CH3:36])[cH:31][cH:32][cH:33]1>>[CH3:1][O:2][c:3]1[c:4]([CH2:9][N:10]([c:11]2[cH:12][cH:13][c:14]([CH2:17][CH2:18][CH2:19][CH2:20][CH2:21][CH2:22][CH2:23][CH3:24])[cH:15][cH:16]2)[C:38]([NH:37][c:29]2[c:28]([CH:25]([CH3:26])[CH3:27])[cH:33][cH:32][cH:31][c:30]2[CH:34]([CH3:35])[CH3:36])=[O:39])[cH:5][cH:6][cH:7][cH:8]1. The reactants are OC1=NN(C(=C1)C(=O)OCC)C (ethyl 3-hydroxy-1-methyl-1H-pyrazole-5-carboxylate), CN(CCO)C (2-(dimethylamino)ethanol), C1=CC=C(C=C1)P(C2=CC=CC=C2)C3=CC=CC=C3 (PPh3), CC(C)OC(=O)/N=N/C(=O)OC(C)C (DIAD). The solvent is C1CCOC1 (THF). Conditions: time 8 hour. Product: CN(CCOC1=NN(C(=C1)C(=O)OCC)C)C (ethyl 3-(2-(dimethylamino)ethoxy)-1-methyl-1H-pyrazole-5-carboxylate). The yield is 39.5%. Reaction SMILES: [OH:1][C:2]1[CH:6]=[C:5]([C:7]([O:9][CH2:10][CH3:11])=[O:8])[N:4]([CH3:12])[N:3]=1.[CH3:13][N:14]([CH3:18])[CH2:15][CH2:16]O.C1C=CC(P(C2C=CC=CC=2)C2C=CC=CC=2)=CC=1.CC(OC(/N=N/C(OC(C)C)=O)=O)C>C1COCC1>[CH3:13][N:14]([CH3:18])[CH2:15][CH2:16][O:1][C:2]1[CH:6]=[C:5]([C:7]([O:9][CH2:10][CH3:11])=[O:8])[N:4]([CH3:12])[N:3]=1. Procedure: To a stirred solution of ethyl 3-hydroxy-1-methyl-1H-pyrazole-5-carboxylate (10 g, 58.8 mmol), 2-(dimethylamino)ethanol (5.76 g, 64.7 mmol) and PPh3 (21.6 g, 82.3 mmol) in anhydrous THF (200 mL) was added dropwise DIAD (16.6 g, 82.3 mmol) at 0° C. After the addition, the reaction mixture was stirred at rt overnight. The reaction mixture was concentrated in vacuo and the residue was purified by column chromatography on silica gel (CH2Cl2/MeOH 30:1) to give the title compound (5.6 g, 40% yield) as... Reactants: CC=1NC=CN1 (2-methylimidazole), ClC=1N=C(C2=C(N1)SC(=C2)C)NCC2=CC=CC=C2 (2-chloro-6-methyl-4-benzylamino-thieno-[2,3-d]-pyrimidine). Yields the product CC=1N(C=CN1)C=1N=C(C2=C(N1)SC(=C2)C)NCC2=CC=CC=C2 (2-(2-methylimidazol-1-yl)-6-methyl-4-benzylamino-thieno-[2,3-d]-pyrimidine). RXN SMILES: [CH3:1][C:2]1[NH:3][CH:4]=[CH:5][N:6]=1.Cl[C:8]1[N:9]=[C:10]([NH:18][CH2:19][C:20]2[CH:25]=[CH:24][CH:23]=[CH:22][CH:21]=2)[C:11]2[CH:16]=[C:15]([CH3:17])[S:14][C:12]=2[N:13]=1>>[CH3:1][C:2]1[N:3]([C:8]2[N:9]=[C:10]([NH:18][CH2:19][C:20]3[CH:25]=[CH:24][CH:23]=[CH:22][CH:21]=3)[C:11]3[CH:16]=[C:15]([CH3:17])[S:14][C:12]=3[N:13]=2)[CH:4]=[CH:5][N:6]=1. Reported procedure: Following the procedure of Example 97, the reaction of 2-methylimidazole with 2-chloro-6-methyl-4-benzylamino-thieno-[2,3-d]-pyrimidine gives 2-(2-methylimidazol-1-yl)-6-methyl-4-benzylamino-thieno-[2,3-d]-pyrimidine.